From a dataset of the Open Reaction Database (ORD), a public repository of structured organic reaction records. describe an organic reaction: reactants, conditions, products, and yield The reactants are COC(=O)C1=CC2=C(N(N=C2C(=C1NC1=C(C=C(C=C1)I)F)F)C)C (7-fluoro-6-(2-fluoro-4-iodophenylamino)-2,3-dimethyl-2H-indazole-5-carboxylic acid methyl ester), [Li+].[OH-] (LiOH). The solvent is C1CCOC1 (THF), O (H2O). Run at time 4 hour. The product is FC1=C(C(=CC2=C(N(N=C12)C)C)C(=O)O)NC1=C(C=C(C=C1)I)F (7-fluoro-6-(2-fluoro-4-iodophenylamino)-2,3-dimethyl-2H-indazole-5-carboxylic acid). Isolated yield 94.8%. Reaction SMILES: C[O:2][C:3]([C:5]1[C:13]([NH:14][C:15]2[CH:20]=[CH:19][C:18]([I:21])=[CH:17][C:16]=2[F:22])=[C:12]([F:23])[C:11]2[C:7](=[C:8]([CH3:25])[N:9]([CH3:24])[N:10]=2)[CH:6]=1)=[O:4].[Li+].[OH-]>C1COCC1.O>[F:23][C:12]1[C:11]2[C:7](=[C:8]([CH3:25])[N:9]([CH3:24])[N:10]=2)[CH:6]=[C:5]([C:3]([OH:4])=[O:2])[C:13]=1[NH:14][C:15]1[CH:20]=[CH:19][C:18]([I:21])=[CH:17][C:16]=1[F:22] |f:1.2|. Reported procedure: To a solution of 7-fluoro-6-(2-fluoro-4-iodophenylamino)-2,3-dimethyl-2H-indazole-5-carboxylic acid methyl ester (137 mg, 0.30 mmol) in a mixture of THF (10 ml) and H2O (5 ml) was added a solution of LiOH (1.50 mL, 1M in H2O, 1.50 mmol). After stirring at room temperature for 4 h, the reaction was concentrated, acidified with 1 M HCl solution, and extracted with EtOAc (2×20 ml). The organic solution was dried over MgSO4 and concentrated to give 126 mg (96%) the title compound as an orange solid. Reactants: NCC1(CCN(CC1)C(=O)OC(C)(C)C)C1=NC(=CC=C1)F (tert-Butyl 4-(aminomethyl)-4-(6-fluoropyridin-2-yl)piperidine-1-carboxylate), ClC1=C(C(=O)Cl)C=CC(=C1)Cl (2,4-dichlorobenzoyl chloride). Product: ClC1=C(C(=O)NCC2(CCN(CC2)C(=O)OC(C)(C)C)C2=NC(=CC=C2)F)C=CC(=C1)Cl (tert-Butyl 4-{[(2,4-dichlorobenzoyl)amino]methyl}-4-(6-fluoropyridin-2-yl)piperidine-1-carboxylate). As a reaction SMILES: [NH2:1][CH2:2][C:3]1([C:16]2[CH:21]=[CH:20][CH:19]=[C:18]([F:22])[N:17]=2)[CH2:8][CH2:7][N:6]([C:9]([O:11][C:12]([CH3:15])([CH3:14])[CH3:13])=[O:10])[CH2:5][CH2:4]1.[Cl:23][C:24]1[CH:32]=[C:31]([Cl:33])[CH:30]=[CH:29][C:25]=1[C:26](Cl)=[O:27]>>[Cl:23][C:24]1[CH:32]=[C:31]([Cl:33])[CH:30]=[CH:29][C:25]=1[C:26]([NH:1][CH2:2][C:3]1([C:16]2[CH:21]=[CH:20][CH:19]=[C:18]([F:22])[N:17]=2)[CH2:8][CH2:7][N:6]([C:9]([O:11][C:12]([CH3:14])([CH3:15])[CH3:13])=[O:10])[CH2:5][CH2:4]1)=[O:27]. Procedure details: tert-Butyl 4-(aminomethyl)-4-(6-fluoropyridin-2-yl)piperidine-1-carboxylate (0.82 mmol) was acylated with 2,4-dichlorobenzoyl chloride (0.12 mL, 0.82 mmol) using the method described in example 8-1 to afford the desired product: tert-butyl 4-{[(2,4-dichlorobenzoyl)amino]methyl}-4-(6-fluoropyridin-2-yl)piperidine-1-carboxylate: 1H NMR δ (ppm)(CDCl3): 7.81 (1 H, q, J=8.0 Hz), 7.61 (1 H, d, J=8.3 Hz), 7.38 (1 H, d, J=1.9 Hz), 7.29 (1 H, dd, J=8.0, 2.0 Hz), 7.24 (1 H, dd, J=7.7, 2.7) 6.82 (1 H, dd, ...